Dataset: the Open Reaction Database (ORD), a public repository of structured organic reaction records. Task: describe an organic reaction: reactants, conditions, products, and yield Reactants: C(C)NCC (Diethylamine), C(CCl)Cl (EDC), COC1=CC=C(C=C1)C=1C=NC(=NC1)N ([5-(4-methoxy-phenyl)-pyrimidin-2-yl]-amine), COC1=CC=C(C=C1)C=1C=NC(=NC1)NC1=CC=C(C=C1)CCC(=O)O (3-{4-[5-(4-methoxy-phenyl)-pyrimidin-2-ylamino]-phenyl}-propionic acid), [NH4+].[Cl-] (NH4Cl). Reagents/catalysts: CN(C)C=1C=CN=CC1 (DMAP). The solvent is ClCCl (dichloromethane), CN1CCCC1=O (NMP). Run at time 3 hour. The product is C(C)N(C(CCC1=CC=C(C=C1)NC1=NC=C(C=N1)C1=CC=C(C=C1)OC)=O)CC (N,N-diethyl-3-{4-[5-(4-methoxy-phenyl)-pyrimidin-2-ylamino]-phenyl}-propionamide). RXN SMILES: COC1C=CC(C2C=NC(N)=NC=2)=CC=1.[CH2:16]([NH:18][CH2:19][CH3:20])[CH3:17].C(Cl)CCl.[CH3:25][O:26][C:27]1[CH:32]=[CH:31][C:30]([C:33]2[CH:34]=[N:35][C:36]([NH:39][C:40]3[CH:45]=[CH:44][C:43]([CH2:46][CH2:47][C:48]([OH:50])=O)=[CH:42][CH:41]=3)=[N:37][CH:38]=2)=[CH:29][CH:28]=1.[NH4+].[Cl-]>CN(C1C=CN=CC=1)C.ClCCl.CN1C(=O)CCC1>[CH2:16]([N:18]([CH2:19][CH3:20])[C:48](=[O:50])[CH2:47][CH2:46][C:43]1[CH:42]=[CH:41][C:40]([NH:39][C:36]2[N:37]=[CH:38][C:33]([C:30]3[CH:31]=[CH:32][C:27]([O:26][CH3:25])=[CH:28][CH:29]=3)=[CH:34][N:35]=2)=[CH:45][CH:44]=1)[CH3:17] |f:4.5|. Procedure details: 4-(3-Diethylamino-propyl)-phenyl]-[5-(4-methoxy-phenyl)-pyrimidin-2-yl]-amine can be prepared by the following procedure. Diethylamine (10 mmol), EDC (25 mmol) and DMAP (0.1 mmol) are dissolved in dichloromethane (3 mL) and added to the crude 3-{4-[5-(4-methoxy-phenyl)-pyrimidin-2-ylamino]-phenyl}-propionic acid dissolved in NMP (from example 5ao) at rt. After 3 h, sat. aq NH4Cl is added and the mixture is extracted with EtOAc. The combined extracts are dried over anhydrous Na2SO4 and solvent is... Starting materials: Brc1ccsc1, Clc1ccnc2ccccc12. Product: Clc1cc(-c2ccsc2)nc2ccccc12. As a reaction SMILES: [Br:12][c:13]1[cH:14][s:15][cH:16][cH:17]1.[Cl:1][c:2]1[cH:3][cH:4][n:5][c:6]2[cH:7][cH:8][cH:9][cH:10][c:11]12>>[Cl:1][c:2]1[cH:3][c:4](-[c:13]2[cH:14][s:15][cH:16][cH:17]2)[n:5][c:6]2[cH:7][cH:8][cH:9][cH:10][c:11]12. Reactants: COc1ccc(CN2CCN(Cc3ccc(NC(=O)OC(C)(C)C)nc3)C(C)(C)C2)cc1, CO, Cl, C1COCCO1. The product is COc1ccc(CN2CCN(Cc3ccc(N)nc3)C(C)(C)C2)cc1. As a reaction SMILES: [C:1]([O:2][C:3](=[O:4])[NH:7][c:8]1[n:9][cH:10][c:11]([CH2:14][N:15]2[C:16]([CH3:30])([CH3:31])[CH2:17][N:18]([CH2:21][c:22]3[cH:23][cH:24][c:25]([O:28][CH3:29])[cH:26][cH:27]3)[CH2:19][CH2:20]2)[cH:12][cH:13]1)([CH3:5])([CH3:6])[CH3:32].[CH3:40][OH:41].[ClH:33].[O:34]1[CH2:35][CH2:36][O:37][CH2:38][CH2:39]1>>[NH2:7][c:8]1[n:9][cH:10][c:11]([CH2:14][N:15]2[C:16]([CH3:30])([CH3:31])[CH2:17][N:18]([CH2:21][c:22]3[cH:23][cH:24][c:25]([O:28][CH3:29])[cH:26][cH:27]3)[CH2:19][CH2:20]2)[cH:12][cH:13]1. Reactants: BrC=1C(=C(C=C2C(C(=CN(C12)C1CC1)C(=O)OCC)=O)F)F (ethyl 8-bromo-1-cyclopropyl-6,7-difluoro-1,4-dihydro-4-oxo-3-quinolinecarboxylate), C(CCC)[Sn](CCCC)(CCCC)C#C[Si](C)(C)C (tributylstannyl-trimethylsilyl-acetylene). The reagents and catalysts are C=1C=CC(=CC1)[P](C=2C=CC=CC2)(C=3C=CC=CC3)[Pd]([P](C=4C=CC=CC4)(C=5C=CC=CC5)C=6C=CC=CC6)([P](C=7C=CC=CC7)(C=8C=CC=CC8)C=9C=CC=CC9)[P](C=1C=CC=CC1)(C=1C=CC=CC1)C=1C=CC=CC1 (tetrakis(triphenylphosphine)palladium(0)). Run in C1(=CC=CC=C1)C (toluene). Run at temperature -18 celsius. Yields the product C1(CC1)N1C=C(C(C2=CC(=C(C(=C12)C#C[Si](C)(C)C)F)F)=O)C(=O)OCC (ethyl 1-cyclopropyl-6,7-difluoro-1,4-dihydro-8-(trimethylsilylethinyl)-4-oxo-3-quinolinecarboxylate). The yield is 80.9%. Reaction SMILES: Br[C:2]1[C:3]([F:22])=[C:4]([F:21])[CH:5]=[C:6]2[C:11]=1[N:10]([CH:12]1[CH2:14][CH2:13]1)[CH:9]=[C:8]([C:15]([O:17][CH2:18][CH3:19])=[O:16])[C:7]2=[O:20].C([Sn]([C:36]#[C:37][Si:38]([CH3:41])([CH3:40])[CH3:39])(CCCC)CCCC)CCC>C1(C)C=CC=CC=1.C1C=CC([P]([Pd]([P](C2C=CC=CC=2)(C2C=CC=CC=2)C2C=CC=CC=2)([P](C2C=CC=CC=2)(C2C=CC=CC=2)C2C=CC=CC=2)[P](C2C=CC=CC=2)(C2C=CC=CC=2)C2C=CC=CC=2)(C2C=CC=CC=2)C2C=CC=CC=2)=CC=1>[CH:12]1([N:10]2[C:11]3[C:6](=[CH:5][C:4]([F:21])=[C:3]([F:22])[C:2]=3[C:36]#[C:37][Si:38]([CH3:41])([CH3:40])[CH3:39])[C:7](=[O:20])[C:8]([C:15]([O:17][CH2:18][CH3:19])=[O:16])=[CH:9]2)[CH2:14][CH2:13]1 |^1:52,54,73,92|. Reported procedure: 22.2 g of ethyl 8-bromo-1-cyclopropyl-6,7-difluoro-1,4-dihydro-4-oxo-3-quinolinecarboxylate, 30.2 g of tributylstannyl-trimethylsilyl-acetylene and 3.48 g of tetrakis(triphenylphosphine)palladium(0) are refluxed for 3 hours in 300 ml of absolute toluene under a nitrogen atmosphere. After the reaction mixture has cooled to approx. -18° C., the solid is filtered off with suction, washed with toluene and dried. 18.8 g of ethyl 1-cyclopropyl-6,7-difluoro-1,4-dihydro-8-(trimethylsilylethinyl)-4-oxo-3... Product: ClC1=C(C#N)C=C(C=N1)C(F)(F)F (2-chloro-5-(trifluoromethyl)nicotinonitrile). Starting materials: C([O-])(O)=O.[Na+] (sodium bicarbonate), ClC1=C(C(=O)N)C=C(C=N1)C(F)(F)F (2-chloro-5-(trifluoromethyl)nicotinamide), FC(C(=O)OC(C(F)(F)F)=O)(F)F (trifluoroacetic anhydride), TEA. Procedure: To a solution of 2-chloro-5-(trifluoromethyl)nicotinamide (as prepared in the previous step, 788 mg, 3.51 mmol) in dry DCM was added TEA (1.1 mL, 7.89 mmol). After cooling to 0° C. under argon, trifluoroacetic anhydride (0.54 mL, 3.88 mmol) was added dropwise. After stirring for 1.5 hours at 0° C., DCM (30 mL) and saturated aqueous sodium bicarbonate were introduced. The organic layer was removed and concentrated in vacuo. The resulting residue was purified by flash chromatography (silica gel, D... Solvent: C(Cl)Cl (DCM), C(Cl)Cl (DCM). Run at temperature 0 celsius, time 1.5 hour. Reaction SMILES: [Cl:1][C:2]1[N:10]=[CH:9][C:8]([C:11]([F:14])([F:13])[F:12])=[CH:7][C:3]=1[C:4]([NH2:6])=O.FC(F)(F)C(OC(=O)C(F)(F)F)=O.C(=O)(O)[O-].[Na+]>C(Cl)Cl>[Cl:1][C:2]1[N:10]=[CH:9][C:8]([C:11]([F:14])([F:12])[F:13])=[CH:7][C:3]=1[C:4]#[N:6] |f:2.3|. The reactants are CN(C)C=O, COc1ccc2[nH]cc(CN(C)C)c2c1C, N#C[K], O. Yields the product COc1ccc2[nH]cc(CC#N)c2c1C. RXN SMILES: [CH3:21][N:22]([CH3:23])[CH:24]=[O:25].[CH3:4][O:5][c:6]1[c:7]([CH3:19])[c:8]2[c:9]([CH2:15][N:16]([CH3:17])[CH3:18])[cH:10][nH:11][c:12]2[cH:13][cH:14]1.[K:1][C:2]#[N:3].[OH2:20]>>[C:2](#[N:3])[CH2:15][c:9]1[c:8]2[c:7]([CH3:19])[c:6]([O:5][CH3:4])[cH:14][cH:13][c:12]2[nH:11][cH:10]1.